From a dataset of the Open Reaction Database (ORD), a public repository of structured organic reaction records. describe an organic reaction: reactants, conditions, products, and yield Starting materials: ClC1=C(C(=CC=C1)Cl)NC1=C(C=CC=C1)CC(=O)NN (2-[(2,6-dichlorophenyl)amino]benzeneacetic acid, hydrazide), C(=S)=S (carbon disulfide), [OH-].[K+] (Potassium hydroxide). Solvent: CO (methanol). Yields the product ClC1=C(C(=CC=C1)Cl)NC1=C(C=CC=C1)CC1=NNC(O1)=S (5-[[2-[(2,6-Dichlorophenyl)amino]phenyl]methyl]-1,3,4-oxadiazol-2(3H)-thion). Isolated yield 69.1%. Reaction SMILES: [OH-].[K+].[Cl:3][C:4]1[CH:9]=[CH:8][CH:7]=[C:6]([Cl:10])[C:5]=1[NH:11][C:12]1[CH:17]=[CH:16][CH:15]=[CH:14][C:13]=1[CH2:18][C:19]([NH:21][NH2:22])=[O:20].[C:23](=S)=[S:24]>CO>[Cl:3][C:4]1[CH:9]=[CH:8][CH:7]=[C:6]([Cl:10])[C:5]=1[NH:11][C:12]1[CH:17]=[CH:16][CH:15]=[CH:14][C:13]=1[CH2:18][C:19]1[O:20][C:23](=[S:24])[NH:22][N:21]=1 |f:0.1|. Reported procedure: Potassium hydroxide (363.0 mg, 5.50 mmol) is added to a 0° C. suspension of 2-[(2,6-dichlorophenyl)amino]benzeneacetic acid, hydrazide (1.556 g, 5.01 mmol) and carbon disulfide (700 μl, 11.87 mmol) in 30 ml of methanol. The mixture is heated at reflux overnight under an atmosphere of nitrogen. The solution is concentrated in vacuo and the residue dissolved in water. The resulting aqueous solution is acidified with 1N hydrochloric acid and the resulting solids extracted into a 1:1 mixture of ethe... The reactants are CCCCn1nc(C(F)(F)F)cc1SC, CC(=O)O, O, OO. Product: CCCCn1nc(C(F)(F)F)cc1S(C)(=O)=O. RXN SMILES: [CH2:1]([CH2:2][CH2:3][CH3:4])[n:5]1[n:6][c:7]([C:12]([F:13])([F:14])[F:15])[cH:8][c:9]1[S:10][CH3:11].[CH3:19][C:20]([OH:21])=[O:22].[OH2:18].[OH:16][OH:17]>>[CH2:1]([CH2:2][CH2:3][CH3:4])[n:5]1[n:6][c:7]([C:12]([F:13])([F:14])[F:15])[cH:8][c:9]1[S:10]([CH3:11])(=[O:18])=[O:21]. Reactants: C[Si](C)(C)[N-][Si](C)(C)C.[Na+] (Sodium bis(trimethylsilyl)amide), CN(C)C=O (DMF), O=C1N(C=CN(C(C1=COS(=O)(=O)C)=O)C1=CC=CC=C1)CC(=O)N(C1=CC=C(C=C1)OC)C(C)C (2-[2,4-dioxo-3-(methanesulfonyloxymethylene)-5-phenyl-2,3,4,5-tetrahydro-1H-1,5-diazepin-1-yl]-N-isopropyl-N-(4-methoxyphenyl)acetamide), C[Si](C)(C)[N-][Si](C)(C)C.[Na+] (sodium bis(trimethylsilyl)amide). Conditions: time 8 hour. Product: O=C1N(C=CN(C(C1=CN1C(NC2=C1C=CC=C2)=O)=O)C2=CC=CC=C2)CC(=O)N(C2=CC=C(C=C2)OC)C(C)C (2-[2,4-dioxo-3-(2,3-dihydro-2-oxo-1H-benzimidazol-1-yl)methylene-5-phenyl-2,3,4,5-tetrahydro-1H-1,5-diazepin-1-yl]-N-isopropyl-N-(4-methoxyphenyl)acetamide). Reaction SMILES: C[Si]([N-][Si](C)(C)C)(C)C.[Na+].[O:11]=[C:12]1[C:18](=COS(C)(=O)=O)[C:17](=[O:25])[N:16]([C:26]2[CH:31]=[CH:30][CH:29]=[CH:28][CH:27]=2)[CH:15]=[CH:14][N:13]1[CH2:32][C:33]([N:35]([CH:44]([CH3:46])[CH3:45])[C:36]1[CH:41]=[CH:40][C:39]([O:42][CH3:43])=[CH:38][CH:37]=1)=[O:34].[CH3:47][N:48]([CH:50]=[O:51])[CH3:49]>>[O:11]=[C:12]1[C:18](=[CH:47][N:48]2[C:49]3[CH:30]=[CH:29][CH:28]=[CH:27][C:26]=3[NH:16][C:50]2=[O:51])[C:17](=[O:25])[N:16]([C:26]2[CH:27]=[CH:28][CH:29]=[CH:30][CH:31]=2)[CH:15]=[CH:14][N:13]1[CH2:32][C:33]([N:35]([CH:44]([CH3:46])[CH3:45])[C:36]1[CH:41]=[CH:40][C:39]([O:42][CH3:43])=[CH:38][CH:37]=1)=[O:34] |f:0.1|. Reported procedure: A solution of benzoximidazole (10.4 mg) in anhydrous DMF (1.5 mL) under argon was cooled to 0-5° C. Sodium bis(trimethylsilyl)amide (0.6 M in toluene, 129 μL) was added via micropipette followed by 2-[2,4-dioxo-3-(methanesulfonyloxymethylene)-5-phenyl-2,3,4,5-tetrahydro-1H-1,5-diazepin-1-yl]-N-isopropyl-N-(4-methoxyphenyl)acetamide [containing approximately 40% of 2-[2,4-dioxo-3-methylene-5-phenyl-2,3,4,5-tetrahydro-1H-1,5-diazepin-1-yl]-N-isopropyl-N-(4-methoxyphenyl)acetamide](12s, 20mg). The ... The reactants are ClC1=C(C=C(CN2CCC(CC2)N)C=C1)OCC (1-(4-chloro-3-ethoxy-benzyl)-piperidin-4-ylamine), ClC1=C(C=C(CN2CCC(CC2)N)C=C1)OCC (1-(4-chloro-3-ethoxy-benzyl)-piperidin-4-ylamine), ClC1=NC(=CC(=C1)CO)Cl ((2,6-dichloro-pyridin-4-yl)-methanol). Solvent: CN(C)C=O (DMF). The product is ClC1=NC(=CC(=C1)CO)NC1CCN(CC1)CC1=CC(=C(C=C1)Cl)OCC ({2-Chloro-6-[1-(4-chloro-3-ethoxy-benzyl)-piperidin-4-ylamino]-pyridin-4-yl}-methanol). The yield is 4.0%. Reaction SMILES: Cl[C:2]1[CH:7]=[C:6]([CH2:8][OH:9])[CH:5]=[C:4]([Cl:10])[N:3]=1.[Cl:11][C:12]1[CH:25]=[CH:24][C:15]([CH2:16][N:17]2[CH2:22][CH2:21][CH:20]([NH2:23])[CH2:19][CH2:18]2)=[CH:14][C:13]=1[O:26][CH2:27][CH3:28]>CN(C=O)C>[Cl:10][C:4]1[CH:5]=[C:6]([CH2:8][OH:9])[CH:7]=[C:2]([NH:23][CH:20]2[CH2:21][CH2:22][N:17]([CH2:16][C:15]3[CH:24]=[CH:25][C:12]([Cl:11])=[C:13]([O:26][CH2:27][CH3:28])[CH:14]=3)[CH2:18][CH2:19]2)[N:3]=1. Procedure: A solution of (2,6-dichloro-pyridin-4-yl)-methanol (44.5 mg, 0.25 mmol, 1.25 equiv; commercially available) and 1-(4-chloro-3-ethoxy-benzyl)-piperidin-4-ylamine (53.8 mg, 0.20 mmol, 1.2 equiv; intermediate A2) in DMF (2.0 mL) was heated by microwave irradiation to 220° C. for 1 h. Removal of the solvent under reduced pressure and purification by preparative HPLC on reversed phase eluting with a gradient of acetonitrile/water provided 3.2 mg (4%) of the title compound. MS (ISP): 410.3 [M+H]+. Starting materials: OC1=C(C(=O)OCC)C=CC=C1 (Ethyl 2-hydroxybenzoate), C(=O)([O-])[O-].[K+].[K+] (K2CO3), O (H2O), C(C1=CC=CC=C1)Br (benzyl bromide). The solvent is CC#N (CH3CN). Product: C(C1=CC=CC=C1)OC1=C(C(=O)OCC)C=CC=C1 (Ethyl 2-(benzyloxy)benzoate). Yield: 94.7%. RXN SMILES: [OH:1][C:2]1[CH:12]=[CH:11][CH:10]=[CH:9][C:3]=1[C:4]([O:6][CH2:7][CH3:8])=[O:5].C([O-])([O-])=O.[K+].[K+].[CH2:19](Br)[C:20]1[CH:25]=[CH:24][CH:23]=[CH:22][CH:21]=1.O>CC#N>[CH2:19]([O:1][C:2]1[CH:12]=[CH:11][CH:10]=[CH:9][C:3]=1[C:4]([O:6][CH2:7][CH3:8])=[O:5])[C:20]1[CH:25]=[CH:24][CH:23]=[CH:22][CH:21]=1 |f:1.2.3|. Procedure details: To a solution of 68 (5.8 g, 34.9 mmol) in CH3CN (150 ml) was added K2CO3 (10.6 g, 76.8 mmol). The mixture was added benzyl bromide (6.57 g, 38.39 mmol) and refluxed for 8 h under N2 atmosphere. The reaction mixture was cooled to 25° and poured into H2O (500 ml), and then extracted with CH2Cl2. The organic layer was washed with H2O, dried over MgSO4 and evaporated. The crude products were purified by distillation to give 73 as colorless liquid. (8.5 g, 33.2 mmol). Yield: 94.71%; MS (EI, 70 eV): m...